This data is from the Open Reaction Database (ORD), a public repository of structured organic reaction records. The task is: describe an organic reaction: reactants, conditions, products, and yield Starting materials: C(=S)=S (Carbon disulfide), [S-2].[Na+].[Na+] (sodium sulfide), Cl (hydrochloric acid), C1(CCCCC1)NC(C=C)=O (N-cyclohexylacrylamide). Yields the product C1(CCCCC1)NC(CCS)=O (N-cyclohexyl-3-mercaptopropionamide). Procedure details: Carbon disulfide (76 g) was added to a mixture of sodium sulfide (55 g) in methanol (80 g) and water (80 g) and kept at 20° C. To this was slowly added N-cyclohexylacrylamide (100 g) maintaining the pot temperature at 20°-30° C. The resulting solution was stirred for an additional 2-3 hour and neutralized with concentrated hydrochloric acid. The organic layer was separated, washed with water and evaporated to dryness to afford 122.6 g of N-cyclohexyl-3-mercaptopropionamide (90.5% yield). Run in CO (methanol), O (water). As a reaction SMILES: [C:1](=[S:3])=S.[S-2].[Na+].[Na+].[CH:7]1([NH:13][C:14](=[O:17])[CH:15]=C)[CH2:12][CH2:11][CH2:10][CH2:9][CH2:8]1.Cl>CO.O>[CH:7]1([NH:13][C:14](=[O:17])[CH2:15][CH2:1][SH:3])[CH2:12][CH2:11][CH2:10][CH2:9][CH2:8]1 |f:1.2.3|. Yield: 100.3%. Reactants: C[O-].C(CCC)[Sn+](CCCC)CCCC (Tributyltin methoxide), C(C=C)(=O)OCCO (2-hydroxyethyl acrylate). Yields the product C(C)OC(C(=O)[O-])=C.C(CCC)[Sn+](CCCC)CCCC (Tributyltin ethoxyacrylate). As a reaction SMILES: [CH3:1][O-:2].[CH2:3]([Sn+:7]([CH2:12][CH2:13][CH2:14][CH3:15])[CH2:8][CH2:9][CH2:10][CH3:11])[CH2:4][CH2:5][CH3:6].[C:16]([O:20]CCO)(=[O:19])[CH:17]=[CH2:18]>>[CH2:1]([O:2][C:17](=[CH2:18])[C:16]([O-:20])=[O:19])[CH3:3].[CH2:12]([Sn+:7]([CH2:3][CH2:4][CH2:5][CH3:6])[CH2:8][CH2:9][CH2:10][CH3:11])[CH2:13][CH2:14][CH3:15] |f:0.1,3.4|. Procedure: Tributyltin methoxide (5 g; 0.0155M) and 2-hydroxyethyl acrylate (1.8 g; 0.0155M) were mixed together in a round bottom flask which was then put on a rotary evaporator for 0.5 hr to strip off the methanol produced. 6.5 g (100% of theory) of the title compound was obtained. The product was subjected to infrared and NMR spectral analysis and the results are summarised in Table S1 below. In the NMR spectrum a small peak at δ=3.8 was observed which was assigned to residual unreacted tributyltin meth... Solvent: CCN(CC)CC (Et3N), C(C)O (ethanol). Conditions: time 15 minute. RXN SMILES: [C:1](Cl)([C:3](Cl)=[O:4])=O.CS(C)=O.Cl[CH:12]([OH:17])[C:13]([CH3:16])([CH3:15])[CH3:14].CC1C=CC(S(O)(=O)=O)=[CH:23][CH:24]=1.[Cl:29]CCl>C(O)C.CCN(CC)CC>[Cl:29][CH2:14][C:13]([CH3:16])([CH3:15])[CH:12]([O:17][CH2:23][CH3:24])[O:4][CH2:3][CH3:1]. Product: ClCC(C(OCC)OCC)(C)C (1-chloro-2,2-dimethyl-3,3-diethoxy-propane). The yield is 68.0%. Reported procedure: A solution of 6.76 ml (77.5 mmol) de (COCl)2 in 220 ml of dry dichloromethane is cooled to −40° C. Then 153.8 ml (10.9 mmol) of dimethylsulfoxide are added slowly. 5 minutes later, a solution of 7.5 g of 1-chloro-2,2-dimethyl-propanol (formula (VIC): X=Cl) in 61 ml of dichloro-methane is added. The mixture is stirred for 15 minutes followed by the addition of 36 ml (264.3mmol) de Et3N. 30 ml of dichloromethane are added and the mixture is warmed to room temperature. The organic phase is washed w... Starting materials: ClC(C(C)(C)C)O (1-chloro-2,2-dimethyl-propanol), ClCCl (dichloro-methane), ClCCl (dichloromethane), C(=O)(C(=O)Cl)Cl ((COCl)2), ClCCl (dichloromethane), CS(=O)C (dimethylsulfoxide), CC=1C=CC(=CC1)S(=O)(=O)O (PTSA). Reactants: BrC=1C=CC(=C(C=O)C1)C (5-Bromo-2-methyl-benzaldehyde), C(CO)O (ethane-1,2-diol), O.C1(=CC=C(C=C1)S(=O)(=O)O)C (p-toluenesulfonic acid monohydrate). Run in C1(=CC=CC=C1)C (toluene). Conditions: temperature 130 celsius, time 21 hour. Product: BrC=1C=CC(=C(C1)C1OCCO1)C (2-(5-Bromo-2-methyl-phenyl)-[1,3]-dioxolane). As a reaction SMILES: [Br:1][C:2]1[CH:3]=[CH:4][C:5]([CH3:10])=[C:6]([CH:9]=1)[CH:7]=[O:8].[CH2:11](O)[CH2:12][OH:13].O.C1(C)C=CC(S(O)(=O)=O)=CC=1>C1(C)C=CC=CC=1>[Br:1][C:2]1[CH:3]=[CH:4][C:5]([CH3:10])=[C:6]([CH:7]2[O:13][CH2:12][CH2:11][O:8]2)[CH:9]=1 |f:2.3|. Reported procedure: To a solution of INT 30 (17.3 g, 87 mmol) in toluene (505 mL) was added ethane-1,2-diol (24.3 mL, 436 mmol) followed by p-toluenesulfonic acid monohydrate (0.83 g, 4.36 mmol). The reaction mixture was stirred at 130° C. for 21 hours. The mixture was washed with saturated aqueous NaHCO3 (2×) and brine (2×). The organic layer was dried over MgSO4, filtered and concentrated. The residue was purified by Kugelrohr distillation to give INT 31. Reactants: C1CCOC1 (THF), FC1=CC(=C(C=C1)C(F)(F)F)C (4-fluoro-2-methyl-1-(trifluoromethyl)benzene), Cl (HCl), [Li]C(C)CC (s-BuLi), solution. Solvent: CN(C)C=O (DMF), heptanes, C1CCCCC1 (cyclohexane). Run at temperature -78 celsius, time 1 hour. Product: FC1=C(C=O)C=C(C(=C1)C)C(F)(F)F (2-fluoro-4-methyl-5-(trifluoromethyl)benzaldehyde). As a reaction SMILES: C1C[O:4][CH2:3]C1.[Li]C(CC)C.[F:11][C:12]1[CH:17]=[CH:16][C:15]([C:18]([F:21])([F:20])[F:19])=[C:14]([CH3:22])[CH:13]=1.Cl>C1CCCCC1.CN(C=O)C>[F:11][C:12]1[CH:13]=[C:14]([CH3:22])[C:15]([C:18]([F:19])([F:20])[F:21])=[CH:16][C:17]=1[CH:3]=[O:4]. Procedure details: To a −78° C. flask containing THF (7 mL) was added s-BuLi (10 mL of a 1.4 M solution in cyclohexane, 14.0 mmol). To this −78° C. solution was added a solution of 4-fluoro-2-methyl-1-(trifluoromethyl)benzene (2.0 g, 11.23 mmol) in heptanes (7 mL) over 20 minutes. The reaction was stirred at −78° C., for 1 hour and then DMF (1.5 mL) was added. Next, 1N HCl (30 mL) was added, and the reaction was warmed to room temperature and stirred for 10 minutes. The mixture was extracted with hexanes (75 mL) a...